The task is: describe an organic reaction: reactants, conditions, products, and yield. This data is from the Open Reaction Database (ORD), a public repository of structured organic reaction records. The reactants are CC(C)(C)OC(=O)C=Cc1ccc(C=CC(=O)c2ccccc2)cn1, ClCCl, O=C(O)C(F)(F)F. Yields the product O=C(O)C=Cc1ccc(C=CC(=O)c2ccccc2)cn1. As a reaction SMILES: [C:1]([CH3:2])([CH3:3])([CH3:4])[O:5][C:6]([CH:7]=[CH:8][c:9]1[n:10][cH:11][c:12]([CH:15]=[CH:16][C:17]([c:18]2[cH:19][cH:20][cH:21][cH:22][cH:23]2)=[O:24])[cH:13][cH:14]1)=[O:25].[Cl:26][CH2:27][Cl:28].[F:29][C:30]([F:31])([F:32])[C:33]([OH:34])=[O:35]>>[O:5]=[C:6]([CH:7]=[CH:8][c:9]1[n:10][cH:11][c:12]([CH:15]=[CH:16][C:17]([c:18]2[cH:19][cH:20][cH:21][cH:22][cH:23]2)=[O:24])[cH:13][cH:14]1)[OH:25]. Reactants: CN1CCCCC1 (1-methylpiperidine), BrCCCC(CC)Br (1,4-dibromohexane). Run in CN(C=O)C (dimethylformamide). Run at time 24 hour. Yields the product [Br-].C(CCCCC[N+]1(CCCCC1)C)[N+]1(CCCCC1)C.[Br-] (1,1′-(hexane-1,6-diyl)bis(1-methylpiperidin-1-ium) bromide). Reaction SMILES: [CH3:1][N:2]1[CH2:7][CH2:6][CH2:5][CH2:4][CH2:3]1.[Br:8][CH2:9][CH2:10][CH2:11][CH:12](Br)[CH2:13][CH3:14]>CN(C)C=O>[Br-:8].[CH2:9]([N+:2]1([CH3:1])[CH2:7][CH2:6][CH2:5][CH2:4][CH2:3]1)[CH2:10][CH2:11][CH2:12][CH2:13][CH2:14][N+:2]1([CH3:1])[CH2:7][CH2:6][CH2:5][CH2:4][CH2:3]1.[Br-:8] |f:3.4.5|. Reported procedure: 1-methylpiperidine (˜73.3 g), 1,4-dibromohexane (˜82 g), and dimethylformamide (˜250 mL) were combined and stirred at room temperature for about 24 hours. The solid product was filtered and then washed with diethyl ether (˜750 mL). After drying the product (˜106 g, ˜71%) was confirmed to be 1,1′-(hexane-1,6-diyl)bis(1-methylpiperidin-1-ium) bromide by 1H NMR.